From a dataset of the Open Reaction Database (ORD), a public repository of structured organic reaction records. describe an organic reaction: reactants, conditions, products, and yield The reactants are O[C@H](C)[C@@H]1[C@@H]2N(C(=C([C@@H]2C)C2=CN3C(S2)=C(N=C3)S(=O)CCO)C(=O)OCC3=CC=C(C=C3)[N+](=O)[O-])C1=O (4-Nitrobenzyl (1S,5R,6S)-6-((1R)-1-hydroxyethyl)-2-[7-(2-hydroxyethyl)sulfinylimidazo[5,1-b]thiazol-2-yl]-1-methyl-1-carbapen-2-em-3-carboxylate), [H][H] (hydrogen), 1, P(=O)([O-])([O-])[O-].[Na+].[Na+].[Na+] (sodium phosphate). Reagents/catalysts: [Pd] (Pd-C). Solvent: C1CCOC1 (THF). Run at time 50 minute. The product is O[C@H](C)[C@@H]1[C@@H]2N(C(=C([C@@H]2C)C2=CN3C(S2)=C(N=C3)S(=O)(=O)CCO)C(=O)OCC3=CC=C(C=C3)[N+](=O)[O-])C1=O (4-Nitrobenzyl (1S,5R,6S)-6-((1R)-1-hydroxyethyl)-2-[7-(2-hydroxyethyl)sulfonylimidazo[5,1-b]thiazol-2-yl]-1-methyl-1-carbapen-2-em-3-carboxylate). Reaction SMILES: [OH:1][C@@H:2]([C@H:4]1[C:37](=[O:38])[N:6]2[C:7]([C:24]([O:26][CH2:27][C:28]3[CH:33]=[CH:32][C:31]([N+:34]([O-:36])=[O:35])=[CH:30][CH:29]=3)=[O:25])=[C:8]([C:11]3[S:15][C:14]4=[C:16]([S:19]([CH2:21][CH2:22][OH:23])=[O:20])[N:17]=[CH:18][N:13]4[CH:12]=3)[C@H:9]([CH3:10])[C@H:5]12)[CH3:3].P([O-])([O-])([O-])=[O:40].[Na+].[Na+].[Na+].[H][H]>C1COCC1.[Pd]>[OH:1][C@@H:2]([C@H:4]1[C:37](=[O:38])[N:6]2[C:7]([C:24]([O:26][CH2:27][C:28]3[CH:33]=[CH:32][C:31]([N+:34]([O-:36])=[O:35])=[CH:30][CH:29]=3)=[O:25])=[C:8]([C:11]3[S:15][C:14]4=[C:16]([S:19]([CH2:21][CH2:22][OH:23])(=[O:40])=[O:20])[N:17]=[CH:18][N:13]4[CH:12]=3)[C@H:9]([CH3:10])[C@H:5]12)[CH3:3] |f:1.2.3.4|. Reported procedure: 4-Nitrobenzyl (1S,5R,6S)-6-((1R)-1-hydroxyethyl)-2-[7-(2-hydroxyethyl)sulfinylimidazo[5,1-b]thiazol-2-yl]-1-methyl-1-carbapen-2-em-3-carboxylate (a mixture of diastereomers) (50.1 mg) was dissolved in 1.8 ml of THF and 1.8 ml of a 1/15 M sodium phosphate buffer (pH 6.6). 10% Pd-C (54.7 mg) was added to the solution. The air in the reaction vessel was replaced by hydrogen, and the contents of the reaction vessel were stirred at room temperature for 50 min. The catalyst was removed by filtration o... Procedure details: 60% Oily sodium hydride (0.366 g) was added to an ice-cooled solution of methyl 2,3,4-tri-O-acetyl-D-glucopyranuronate (3.96 g), trichloroacetonitrile (12 ml) and dichloromethane (100 ml), and the mixture was stirred at room temperature for 15 minutes. The reaction mixture was subjected to short column (70 φ×50 mm) chromatography on silica gel and eluted with ethyl acetate/hexane (1:1). The eluate was concentrated under reduced pressure to obtain the desired compound (4.37 g) as crystals (mp: 10... Yields the product ClC(C(=N)O[C@@H]1[C@H](OC(C)=O)[C@@H](OC(C)=O)[C@H](OC(C)=O)[C@H](O1)C(=O)OC)(Cl)Cl (Methyl 1-O-trichloroacetimidoyl-2,3,4-tri-O-acetyl-α-D-glucopyranuronate). Reaction conditions: time 15 minute. Starting materials: [H-].[Na+] (sodium hydride), ice, C(C)(=O)O[C@H]1C(O)O[C@@H]([C@H]([C@@H]1OC(C)=O)OC(C)=O)C(=O)OC (methyl 2,3,4-tri-O-acetyl-D-glucopyranuronate), ClC(C#N)(Cl)Cl (trichloroacetonitrile). As a reaction SMILES: [H-].[Na+].[C:3]([O:6][C@@H:7]1[C@@H:13]([O:14][C:15](=[O:17])[CH3:16])[C@H:12]([O:18][C:19](=[O:21])[CH3:20])[C@@H:11]([C:22]([O:24][CH3:25])=[O:23])[O:10][CH:8]1[OH:9])(=[O:5])[CH3:4].[Cl:26][C:27]([Cl:31])([Cl:30])[C:28]#[N:29]>ClCCl>[Cl:26][C:27]([Cl:31])([Cl:30])[C:28]([O:9][C@H:8]1[O:10][C@H:11]([C:22]([O:24][CH3:25])=[O:23])[C@@H:12]([O:18][C:19](=[O:21])[CH3:20])[C@H:13]([O:14][C:15](=[O:17])[CH3:16])[C@H:7]1[O:6][C:3](=[O:5])[CH3:4])=[NH:29] |f:0.1|. The solvent is ClCCl (dichloromethane). Reactants: C12CCCC(CCC1)B2 (9-borabicyclo[3.3.1]nonane), solution, C(C)(C)(C)OC(=O)[C@@]12CN(C[C@H]2C(C1)=C)C(=O)OCC1=CC=CC=C1 ((1S,5S)-3-Benzyloxycarbonyl-6-methylene-3-azabicyclo[3.2.0]heptane-1-carboxylic acid tert-butyl ester), [OH-].[Na+] (sodium hydroxide), OO (hydrogen peroxide). The solvent is O1CCCC1 (tetrahydrofuran), O1CCCC1 (tetrahydrofuran). Run at time 2 hour. Yields the product C(C)(C)(C)OC(=O)[C@@]12CN(C[C@H]2[C@H](C1)CO)C(=O)OCC1=CC=CC=C1 ((1S,5S,6S)-3-Benzyloxycarbonyl-6-hydroxymethyl-3-azabicyclo[3.2.0]heptane-1-carboxylic acid tert-butyl ester). As a reaction SMILES: [C:1]([O:5][C:6]([C@@:8]12[CH2:14][C:13](=[CH2:15])[C@@H:12]1[CH2:11][N:10]([C:16]([O:18][CH2:19][C:20]1[CH:25]=[CH:24][CH:23]=[CH:22][CH:21]=1)=[O:17])[CH2:9]2)=[O:7])([CH3:4])([CH3:3])[CH3:2].C12BC(CCC1)CCC2.[OH-:35].[Na+].OO>O1CCCC1>[C:1]([O:5][C:6]([C@@:8]12[CH2:14][C@H:13]([CH2:15][OH:35])[C@@H:12]1[CH2:11][N:10]([C:16]([O:18][CH2:19][C:20]1[CH:21]=[CH:22][CH:23]=[CH:24][CH:25]=1)=[O:17])[CH2:9]2)=[O:7])([CH3:4])([CH3:2])[CH3:3] |f:2.3|. Procedure details: (1S,5S)-3-Benzyloxycarbonyl-6-methylene-3-azabicyclo[3.2.0]heptane-1-carboxylic acid tert-butyl ester (2.00 g, 5.82 mmol) was dissolved in tetrahydrofuran (40 mL). A 9-borabicyclo[3.3.1]nonane dimmer (0.5 M solution in tetrahydrofuran) (17.5 mL, 8.73 mmol) was added dropwise, and then the mixture was stirred for two hours. A 3 M sodium hydroxide solution (3.49 mL, 10.5 mmol) and 30% aqueous hydrogen peroxide (2.47 mL) were added dropwise to the reaction solution at 0° C., and then the mixture wa... Starting materials: Cc1ccc(N)cc1, CC(=O)Nc1ccc(Cl)cc1, CCCCCC, CCOC(C)=O. Yields the product CC(=O)Nc1ccc(Nc2ccc(C)cc2)cc1. As a reaction SMILES: [CH3:12][c:13]1[cH:14][cH:15][c:16]([NH2:17])[cH:18][cH:19]1.[CH3:1][C:2](=[O:3])[NH:4][c:5]1[cH:6][cH:7][c:8]([Cl:9])[cH:10][cH:11]1.[CH3:20][CH2:21][CH2:22][CH2:23][CH2:24][CH3:25].[CH3:26][CH2:27][O:28][C:29](=[O:30])[CH3:31]>>[CH3:1][C:2](=[O:3])[NH:4][c:5]1[cH:6][cH:7][c:8]([NH:17][c:16]2[cH:15][cH:14][c:13]([CH3:12])[cH:19][cH:18]2)[cH:10][cH:11]1. Starting materials: C(C)(C)(C)OC(=O)CC(C(COC(C1=C(C=CC=C1C)C)=O)=O)NC(=O)C1CCC2N1C(C(CC=CC2)NC(=O)C2=CC1=CC=CC=C1C=C2)=O (2,6-dimethyl-benzoic acid 4-tert-butoxycarbonyl-3-({6-[(naphthalene-2-carbonyl)-amino]-5-oxo-1,2,3,5,6,7,10,10a-octahydro-pyrrolo[1,2-a]azocine-3-carbonyl}-amino)-2-oxo-butyl ester), FC(C(=O)O)(F)F (trifluoroacetic acid). Solvent: ClCCl (dichloromethane). Run at time 2 hour. Yields the product C(=O)(O)CC(C(COC(C1=C(C=CC=C1C)C)=O)=O)NC(=O)C1CCC2N1C(C(CC=CC2)NC(=O)C2=CC1=CC=CC=C1C=C2)=O (2,6-dimethyl-benzoic acid 4-carboxy-3-({6-[(naphthalene-2-carbonyl)-amino]-5-oxo-1,2,3,5,6,7,10,10a-octahydro-pyrrolo[1,2-a]azocine-3-carbonyl}-amino)-2-oxo-butyl ester). RXN SMILES: C([O:5][C:6]([CH2:8][CH:9]([NH:24][C:25]([CH:27]1[N:31]2[C:32](=[O:51])[CH:33]([NH:38][C:39]([C:41]3[CH:50]=[CH:49][C:48]4[C:43](=[CH:44][CH:45]=[CH:46][CH:47]=4)[CH:42]=3)=[O:40])[CH2:34][CH:35]=[CH:36][CH2:37][CH:30]2[CH2:29][CH2:28]1)=[O:26])[C:10](=[O:23])[CH2:11][O:12][C:13](=[O:22])[C:14]1[C:19]([CH3:20])=[CH:18][CH:17]=[CH:16][C:15]=1[CH3:21])=[O:7])(C)(C)C.FC(F)(F)C(O)=O>ClCCl>[C:6]([CH2:8][CH:9]([NH:24][C:25]([CH:27]1[N:31]2[C:32](=[O:51])[CH:33]([NH:38][C:39]([C:41]3[CH:50]=[CH:49][C:48]4[C:43](=[CH:44][CH:45]=[CH:46][CH:47]=4)[CH:42]=3)=[O:40])[CH2:34][CH:35]=[CH:36][CH2:37][CH:30]2[CH2:29][CH2:28]1)=[O:26])[C:10](=[O:23])[CH2:11][O:12][C:13](=[O:22])[C:14]1[C:15]([CH3:21])=[CH:16][CH:17]=[CH:18][C:19]=1[CH3:20])([OH:7])=[O:5]. Procedure: To a solution of 2,6-dimethyl-benzoic acid 4-tert-butoxycarbonyl-3-({6-[(naphthalene-2-carbonyl)-amino]-5-oxo-1,2,3,5,6,7,10,10a-octahydro-pyrrolo[1,2-a]azocine-3-carbonyl}-amino)-2-oxo-butyl ester, 112, (188 mg 0.27 mmol) is treated with solution of trifluoroacetic acid (10 ml) and dichloromethane (10 ml). The mixture is stirred for 2 hours and solvent is removed in vacuo. The residue is purified over silica (dichloromethane/methanol 95:5) to afford 120 mg of the desired product as a white soli...